This data is from the Open Reaction Database (ORD), a public repository of structured organic reaction records. The task is: describe an organic reaction: reactants, conditions, products, and yield The yield is 64.0%. Starting materials: BrC=1C(C2=CC3=CC(=CC=C3C2=CC1)Br)=O (2,7-dibromofluorenone), C1(=CC=CC=C1)OC1=CC=CC=C1 (phenyl ether), CS(=O)(=O)O (methanesulfonic acid), SCCC(=O)O (3-mercaptopropionic acid), ice water. As a reaction SMILES: [Br:1][C:2]1[C:3](=O)[C:4]2[C:12](=[CH:13][CH:14]=1)[C:11]1[C:6](=[CH:7][C:8]([Br:15])=[CH:9][CH:10]=1)[CH:5]=2.[C:17]1([O:23][C:24]2[CH:29]=[CH:28][CH:27]=[CH:26][CH:25]=2)[CH:22]=[CH:21][CH:20]=[CH:19][CH:18]=1.CS(O)(=O)=O.S[CH2:36][CH2:37][C:38]([OH:40])=O>CO>[Br:1][C:2]1[CH:14]=[CH:13][C:12]2[C:11]3[C:6](=[CH:7][C:8]([Br:15])=[CH:9][CH:10]=3)[C:5]([C:2]3[CH:3]=[CH:4][C:12]([O:40][C:38]4[CH:37]=[CH:36][CH:7]=[CH:6][CH:5]=4)=[CH:13][CH:14]=3)([C:27]3[CH:26]=[CH:25][C:24]([O:23][C:17]4[CH:18]=[CH:19][CH:20]=[CH:21][CH:22]=4)=[CH:29][CH:28]=3)[C:4]=2[CH:3]=1. Reaction conditions: temperature 60 celsius, time 30 minute. Product: BrC1=CC=2C(C3=CC(=CC=C3C2C=C1)Br)(C1=CC=C(C=C1)OC1=CC=CC=C1)C1=CC=C(C=C1)OC1=CC=CC=C1 (2,7-Dibromo-9,9-bis(4-phenoxyphenyl)fluorene), powder. Reported procedure: To a stirred mixture of 2,7-dibromofluorenone (26 g, 77 mmoles) and phenyl ether (170 g, 1 mole) is added 60 mL of methanesulfonic acid and 0.5 mL of 3-mercaptopropionic acid. The mixture is heated and stirred at 60° C. for 30 minutes, and then at 25° C. for 16 hours. The mixture is again stirred at 60° C. for 30 minutes and then at 25° C. for 3 hours. The mixture is poured into 1.4 L of ice water and 200 mL of methanol and allowed to stand in the hood for 4 days. The semi-solid precipitate is s... Solvent: CO (methanol). Product: FC=1C=CC2=C(NC(=N2)C2=CC=CC=3N(C4=CC=CC=C4C23)C2=CC(=C(C(=O)N)C=C2)NCCCOC)C1 (4-[4-(6-fluoro-1H-benzimidazol-2-yl)-9H-carbazol-9-yl]-2-(3-methoxypropylamino)benzamide). Reported procedure: The process is carried out as in stage 3 of Example 3, but using 300 mg of 2-fluoro-4-[4-(6-fluoro-1H-benzimidazol-2-yl)-9H-carbazol-9-yl]benzonitrile, obtained according to stage 2 of Example 3, 296 mg of potassium carbonate and 1.273 g of 3-methoxypropylamine in 3 ml of dimethyl sulphoxide. 1.357 ml of a 1M aqueous solution of sodium hydroxide, 1.313 ml of a 30% aqueous solution of hydrogen peroxide and 7 ml of ethanol are then added to the reaction medium. After treatment as in stage 3 of Exa... Reactants: FC1=C(C#N)C=CC(=C1)N1C2=CC=CC=C2C=2C(=CC=CC12)C1=NC2=C(N1)C=C(C=C2)F (2-fluoro-4-[4-(6-fluoro-1H-benzimidazol-2-yl)-9H-carbazol-9-yl]benzonitrile), aqueous solution, [OH-].[Na+] (sodium hydroxide), aqueous solution, OO (hydrogen peroxide), C([O-])([O-])=O.[K+].[K+] (potassium carbonate), COCCCN (3-methoxypropylamine). The solvent is CS(=O)C (dimethyl sulphoxide), C(C)O (ethanol). Reaction SMILES: F[C:2]1[CH:9]=[C:8]([N:10]2[C:22]3[CH:21]=[CH:20][CH:19]=[C:18]([C:23]4[NH:27][C:26]5[CH:28]=[C:29]([F:32])[CH:30]=[CH:31][C:25]=5[N:24]=4)[C:17]=3[C:16]3[C:11]2=[CH:12][CH:13]=[CH:14][CH:15]=3)[CH:7]=[CH:6][C:3]=1[C:4]#[N:5].C(=O)([O-])[O-:34].[K+].[K+].[CH3:39][O:40][CH2:41][CH2:42][CH2:43][NH2:44].[OH-].[Na+].OO>CS(C)=O.C(O)C>[F:32][C:29]1[CH:30]=[CH:31][C:25]2[N:24]=[C:23]([C:18]3[C:17]4[C:16]5[C:11](=[CH:12][CH:13]=[CH:14][CH:15]=5)[N:10]([C:8]5[CH:7]=[CH:6][C:3]([C:4]([NH2:5])=[O:34])=[C:2]([NH:44][CH2:43][CH2:42][CH2:41][O:40][CH3:39])[CH:9]=5)[C:22]=4[CH:21]=[CH:20][CH:19]=3)[NH:27][C:26]=2[CH:28]=1 |f:1.2.3,5.6|. The reactants are C1COCCN1, CCSC(=S)CC(=O)c1cccc2c1Sc1ccccc1S2, CCO. Product: O=C(CC(=S)N1CCOCC1)c1cccc2c1Sc1ccccc1S2. RXN SMILES: [CH2:1]1[CH2:2][O:3][CH2:4][CH2:5][NH:6]1.[CH2:7]([S:9][C:10](=[S:8])[CH2:11][C:12]([c:13]1[cH:14][cH:15][cH:16][c:17]2[c:26]1[S:25][c:24]1[c:19]([cH:20][cH:21][cH:22][cH:23]1)[S:18]2)=[O:27])[CH3:28].[CH3:29][CH2:30][OH:31]>>[CH2:1]1[CH2:2][O:3][CH2:4][CH2:5][N:6]1[C:10](=[S:9])[CH2:11][C:12]([c:13]1[cH:14][cH:15][cH:16][c:17]2[c:26]1[S:25][c:24]1[c:19]([cH:20][cH:21][cH:22][cH:23]1)[S:18]2)=[O:27]. Starting materials: C(C1=CC=CC=C1)(=O)OC[C@@H]1OCC(S1)N1C(=O)N=C(NC(C2=CC=CC=C2)=O)C=C1 ((R)-benzoyloxymethyl-4-(R,S)-(N-benzoylcytosin-1-yl)-1,3-oxathiolane). Solvent: CO (methanol). Conditions: time 8 hour. Product: C(C1=CC=CC=C1)(=O)OC[C@@H]1OC[C@@H](S1)N1C(=O)N=C(NC(C2=CC=CC=C2)=O)C=C1 (2-(R)-benzoyloxymethyl-4-(R)-(N-benzoylcytosin-1-yl)-1,3-oxathiolane). RXN SMILES: [C:1]([O:9][CH2:10][C@H:11]1[S:15][CH:14]([N:16]2[CH:31]=[CH:30][C:20]([NH:21][C:22](=[O:29])[C:23]3[CH:28]=[CH:27][CH:26]=[CH:25][CH:24]=3)=[N:19][C:17]2=[O:18])[CH2:13][O:12]1)(=[O:8])[C:2]1[CH:7]=[CH:6][CH:5]=[CH:4][CH:3]=1>CO>[C:1]([O:9][CH2:10][C@H:11]1[S:15][C@@H:14]([N:16]2[CH:31]=[CH:30][C:20]([NH:21][C:22](=[O:29])[C:23]3[CH:28]=[CH:27][CH:26]=[CH:25][CH:24]=3)=[N:19][C:17]2=[O:18])[CH2:13][O:12]1)(=[O:8])[C:2]1[CH:7]=[CH:6][CH:5]=[CH:4][CH:3]=1. Procedure: To the crude (R)-benzoyloxymethyl-4-(R,S)-(N-benzoylcytosin-1-yl)-1,3-oxathiolane (8.0 g) in a 100 mL round bottom flask, was added approximately 14.0 times (by volume) methanol (112 mL) and the mixture was refluxed till a clear solution could be seen. This was then allowed to cool without stirring overnight. The resulting crystallized product was then filtered, followed by washing with methanol (50 mL). Once all the mother liquor and the subsequent washing had passed through, the resulting crys...